This data is from the Open Reaction Database (ORD), a public repository of structured organic reaction records. The task is: describe an organic reaction: reactants, conditions, products, and yield The reactants are CC1(C)C2CCC1(C)C(C(=O)O)C2, CN(C)c1ccncc1, [Cl-], ClCCl, CC(C)(C)C(O)c1ccc(I)cc1[N+](=O)[O-]. Product: CC(C)(C)C(OC(=O)C1CC2CCC1(C)C2(C)C)c1ccc(I)cc1[N+](=O)[O-]. Reaction SMILES: [C:2]12([CH3:14])[CH:3]([C:11](=[O:12])[OH:13])[CH2:4][CH:5]([CH2:6][CH2:7]1)[C:8]2([CH3:9])[CH3:10].[CH3:31][N:32]([c:33]1[cH:34][cH:35][n:36][cH:37][cH:38]1)[CH3:39].[Cl-:1].[Cl:40][CH2:41][Cl:42].[I:15][c:16]1[cH:17][c:18]([N+:28](=[O:29])[O-:30])[c:19]([CH:22]([C:23]([CH3:24])([CH3:25])[CH3:26])[OH:27])[cH:20][cH:21]1>>[C:2]12([CH3:14])[CH:3]([C:11](=[O:12])[O:13][CH:22]([c:19]3[c:18]([N+:28](=[O:29])[O-:30])[cH:17][c:16]([I:15])[cH:21][cH:20]3)[C:23]([CH3:24])([CH3:25])[CH3:26])[CH2:4][CH:5]([CH2:6][CH2:7]1)[C:8]2([CH3:9])[CH3:10]. Starting materials: CCC(O)(CC)CCc1ccc(C(CC)(CC)c2ccc(-c3ccc(CC(=O)OC)c(F)c3)c(C)c2)cc1C, CO, [Cl-], [NH4+], [Na+], [OH-]. Product: CCC(O)(CC)CCc1ccc(C(CC)(CC)c2ccc(-c3ccc(CC(=O)O)c(F)c3)c(C)c2)cc1C. RXN SMILES: [CH3:3][O:4][C:5]([CH2:6][c:7]1[c:8]([F:40])[cH:9][c:10](-[c:13]2[c:14]([CH3:39])[cH:15][c:16]([C:19]([CH2:20][CH3:21])([c:22]3[cH:23][c:24]([CH3:36])[c:25]([CH2:28][CH2:29][C:30]([CH2:31][CH3:32])([OH:33])[CH2:34][CH3:35])[cH:26][cH:27]3)[CH2:37][CH3:38])[cH:17][cH:18]2)[cH:11][cH:12]1)=[O:41].[CH3:44][OH:45].[Cl-:42].[NH4+:43].[Na+:2].[OH-:1]>>[O:4]=[C:5]([CH2:6][c:7]1[c:8]([F:40])[cH:9][c:10](-[c:13]2[c:14]([CH3:39])[cH:15][c:16]([C:19]([CH2:20][CH3:21])([c:22]3[cH:23][c:24]([CH3:36])[c:25]([CH2:28][CH2:29][C:30]([CH2:31][CH3:32])([OH:33])[CH2:34][CH3:35])[cH:26][cH:27]3)[CH2:37][CH3:38])[cH:17][cH:18]2)[cH:11][cH:12]1)[OH:41]. Reactants: NC(C(=O)C1=CNC2=CC=C(C=C12)OCCCCC1=CC=CC=C1)=O (3-(2-amino-1,2-dioxoethyl)-5-(4-phenylbutyloxy)indole), C(=O)([O-])C(O)C(O)C(=O)[O-].[K+].[Na+] (sodium potassium tartrate). Solvent: C1CCOC1 (THF). Product: NCCC1=CNC2=CC=C(C=C12)OCCCCC1=CC=CC=C1 (3-(2-aminoethyl)-5-(4-phenylbutyloxy)indole). Isolated yield 32.8%. Reaction SMILES: [NH2:1][C:2](=O)[C:3]([C:5]1[C:13]2[C:8](=[CH:9][CH:10]=[C:11]([O:14][CH2:15][CH2:16][CH2:17][CH2:18][C:19]3[CH:24]=[CH:23][CH:22]=[CH:21][CH:20]=3)[CH:12]=2)[NH:7][CH:6]=1)=O.C(C(C(C([O-])=O)O)O)([O-])=O.[K+].[Na+]>C1COCC1>[NH2:1][CH2:2][CH2:3][C:5]1[C:13]2[C:8](=[CH:9][CH:10]=[C:11]([O:14][CH2:15][CH2:16][CH2:17][CH2:18][C:19]3[CH:24]=[CH:23][CH:22]=[CH:21][CH:20]=3)[CH:12]=2)[NH:7][CH:6]=1 |f:1.2.3|. Reported procedure: A suspension of the 3-(2-amino-1,2-dioxoethyl)-5-(4-phenylbutyloxy)indole (0.4 g, 1.3 mmol) and LiAIH4 (0.32 g, 8.44 mmol) in dry THF (30 ml) was heated at reflux for 3 days under nitrogen. After allowing the reaction mixture to cool to room temperature, the excess LiAIH4 was decomposed by the addition of a saturated solution of sodium potassium tartrate (3 ml) at 0° C. The precipitated material was removed by filtration and the flitrate was dried (MgSO4). The solvent was removed under reduced p... Starting materials: Cc1cc(C2CC2)cnc1N1CCN(C(=O)c2ccc(Br)cc2N2CCCS2(=O)=O)CC1, CCC1COC(=O)N1. Product: CCC1COC(=O)N1c1ccc(C(=O)N2CCN(c3ncc(C4CC4)cc3C)CC2)c(N2CCCS2(=O)=O)c1. RXN SMILES: [Br:1][c:2]1[cH:3][c:4]([N:26]2[S:27](=[O:31])(=[O:32])[CH2:28][CH2:29][CH2:30]2)[c:5]([C:8](=[O:9])[N:10]2[CH2:11][CH2:12][N:13]([c:16]3[n:17][cH:18][c:19]([CH:23]4[CH2:24][CH2:25]4)[cH:20][c:21]3[CH3:22])[CH2:14][CH2:15]2)[cH:6][cH:7]1.[CH2:33]([CH3:34])[CH:35]1[NH:36][C:37](=[O:40])[O:38][CH2:39]1>>[c:2]1([N:36]2[CH:35]([CH2:33][CH3:34])[CH2:39][O:38][C:37]2=[O:40])[cH:3][c:4]([N:26]2[S:27](=[O:31])(=[O:32])[CH2:28][CH2:29][CH2:30]2)[c:5]([C:8](=[O:9])[N:10]2[CH2:11][CH2:12][N:13]([c:16]3[n:17][cH:18][c:19]([CH:23]4[CH2:24][CH2:25]4)[cH:20][c:21]3[CH3:22])[CH2:14][CH2:15]2)[cH:6][cH:7]1.